Dataset: the Open Reaction Database (ORD), a public repository of structured organic reaction records. Task: describe an organic reaction: reactants, conditions, products, and yield Reactants: BrC1=C(OC=C1)C(=O)OCC (Ethyl 3-bromofuran-2-carboxylate), C(CCC)[Sn](C1=CC=NC=C1)(CCCC)CCCC (4-(tri-n-butylstannyl)pyridine), [F-].[NH4+] (ammonium fluoride). Reagents/catalysts: C=1C=CC(=CC1)[P](C=2C=CC=CC2)(C=3C=CC=CC3)[Pd]([P](C=4C=CC=CC4)(C=5C=CC=CC5)C=6C=CC=CC6)([P](C=7C=CC=CC7)(C=8C=CC=CC8)C=9C=CC=CC9)[P](C=1C=CC=CC1)(C=1C=CC=CC1)C=1C=CC=CC1 (tetrakis(triphenylphosphine)palladium(0)). Run in C1CCOC1 (THF). The product is N1=CC=C(C=C1)C1=C(OC=C1)C(=O)OCC (ethyl 3-(4-pyridyl)furan-2-carboxylate). Isolated yield 45.4%. Reaction SMILES: Br[C:2]1[CH:6]=[CH:5][O:4][C:3]=1[C:7]([O:9][CH2:10][CH3:11])=[O:8].C([Sn](CCCC)(CCCC)[C:17]1[CH:22]=[CH:21][N:20]=[CH:19][CH:18]=1)CCC.[F-].[NH4+]>C1COCC1.C1C=CC([P]([Pd]([P](C2C=CC=CC=2)(C2C=CC=CC=2)C2C=CC=CC=2)([P](C2C=CC=CC=2)(C2C=CC=CC=2)C2C=CC=CC=2)[P](C2C=CC=CC=2)(C2C=CC=CC=2)C2C=CC=CC=2)(C2C=CC=CC=2)C2C=CC=CC=2)=CC=1>[N:20]1[CH:21]=[CH:22][C:17]([C:2]2[CH:6]=[CH:5][O:4][C:3]=2[C:7]([O:9][CH2:10][CH3:11])=[O:8])=[CH:18][CH:19]=1 |f:2.3,^1:41,43,62,81|. Procedure details: Ethyl 3-bromofuran-2-carboxylate (296 mg, 1.35 mmol) obtained in Step 1 of Reference Example 29, 4-(tri-n-butylstannyl)pyridine (550 mg, 1.51 mmol) and tetrakis(triphenylphosphine)palladium(0) (157 mg, 0.136 mmol) were dissolved in THF (10 mL), followed by stirring under heating and reflux for 4 hours. Aqueous ammonium fluoride solution was added to the reaction mixture, followed by extraction with ethyl acetate. The organic layer was dried over anhydrous magnesium sulfate, and then the solvent ... Isolated yield 170.9%. Procedure: To a solution of (E)-3-[3-chloro-5-methyl-4-({5-[(4-methylbenzyl)oxy]pyridin-2-yl}oxy)phenyl]-1-(4-{4-[2-(4-chlorophenoxy)ethyl]benzyl}piperazin-1-yl)prop-2-en-1-one (3.410 g) in EtOH (50 mL) was added 6 M HCl (0.86 mL) at 50° C. The mixture was stirred at room temperature for 16 hours. The resulting precipitate was collected, and crystallized from EtOH (300 mL) and water (100 mL) to give (E)-3-[3-chloro-5-methyl-4-({5-[(4-methylbenzyl)oxy]pyridin-2-yl}oxy)phenyl]-1-(4-{4-[2-(4-chlorophenoxy)eth... Reaction conditions: time 16 hour. RXN SMILES: [Cl:1][C:2]1[CH:3]=[C:4](/[CH:25]=[CH:26]/[C:27]([N:29]2[CH2:34][CH2:33][N:32]([CH2:35][C:36]3[CH:41]=[CH:40][C:39]([CH2:42][CH2:43][O:44][C:45]4[CH:50]=[CH:49][C:48]([Cl:51])=[CH:47][CH:46]=4)=[CH:38][CH:37]=3)[CH2:31][CH2:30]2)=[O:28])[CH:5]=[C:6]([CH3:24])[C:7]=1[O:8][C:9]1[CH:14]=[CH:13][C:12]([O:15][CH2:16][C:17]2[CH:22]=[CH:21][C:20]([CH3:23])=[CH:19][CH:18]=2)=[CH:11][N:10]=1.Cl>CCO>[ClH:1].[Cl:1][C:2]1[CH:3]=[C:4](/[CH:25]=[CH:26]/[C:27]([N:29]2[CH2:34][CH2:33][N:32]([CH2:35][C:36]3[CH:41]=[CH:40][C:39]([CH2:42][CH2:43][O:44][C:45]4[CH:46]=[CH:47][C:48]([Cl:51])=[CH:49][CH:50]=4)=[CH:38][CH:37]=3)[CH2:31][CH2:30]2)=[O:28])[CH:5]=[C:6]([CH3:24])[C:7]=1[O:8][C:9]1[CH:14]=[CH:13][C:12]([O:15][CH2:16][C:17]2[CH:22]=[CH:21][C:20]([CH3:23])=[CH:19][CH:18]=2)=[CH:11][N:10]=1 |f:3.4|. The product is Cl.ClC=1C=C(C=C(C1OC1=NC=C(C=C1)OCC1=CC=C(C=C1)C)C)/C=C/C(=O)N1CCN(CC1)CC1=CC=C(C=C1)CCOC1=CC=C(C=C1)Cl ((E)-3-[3-chloro-5-methyl-4-({5-[(4-methylbenzyl)oxy]pyridin-2-yl}oxy)phenyl]-1-(4-{4-[2-(4-chlorophenoxy)ethyl]benzyl}piperazin-1-yl)prop-2-en-1-one hydrochloride). Starting materials: ClC=1C=C(C=C(C1OC1=NC=C(C=C1)OCC1=CC=C(C=C1)C)C)/C=C/C(=O)N1CCN(CC1)CC1=CC=C(C=C1)CCOC1=CC=C(C=C1)Cl ((E)-3-[3-chloro-5-methyl-4-({5-[(4-methylbenzyl)oxy]pyridin-2-yl}oxy)phenyl]-1-(4-{4-[2-(4-chlorophenoxy)ethyl]benzyl}piperazin-1-yl)prop-2-en-1-one), Cl (HCl). Run in CCO (EtOH). Starting materials: CC1=NN=NN1C1=CC=C(C=C1)O (4-(5-methyl-tetrazol-1-yl)-phenol), C(C)(C)(C)OC(=O)N1CCC(CC1)N1N=CC=2C1=NC=NC2Cl (4-(4-chloro-pyrazolo[3,4-d]pyrimidin-1-yl)-piperidine-1-carboxylic acid tert-butyl ester), C(C)(C)(C)OC(=O)N1CCC(CC1)N1N=CC=2C1=NC=NC2Cl (4-(4-chloro-pyrazolo[3,4-d]pyrimidin-1-yl)-piperidine-1-carboxylic acid tert-butyl ester), C([O-])([O-])=O.[K+].[K+] (potassium carbonate), C([O-])([O-])=O.[Na+].[Na+] (sodium carbonate). Run in CN(C=O)C (dimethylformamide). Run at temperature 160 celsius. Product: C(C)(C)(C)OC(=O)N1CCC(CC1)N1N=CC=2C1=NC=NC2OC2=CC=C(C=C2)N2N=NN=C2C (4-{4-[4-(5-methyl-tetrazol-1-yl)-phenoxy]-pyrazolo[3,4-d]pyrimidin-1-yl}-piperidine-1-carboxylic acid tert-butyl ester). Yield: 11.8%. Reaction SMILES: [CH3:1][C:2]1[N:6]([C:7]2[CH:12]=[CH:11][C:10]([OH:13])=[CH:9][CH:8]=2)[N:5]=[N:4][N:3]=1.[C:14]([O:18][C:19]([N:21]1[CH2:26][CH2:25][CH:24]([N:27]2[C:31]3=[N:32][CH:33]=[N:34][C:35](Cl)=[C:30]3[CH:29]=[N:28]2)[CH2:23][CH2:22]1)=[O:20])([CH3:17])([CH3:16])[CH3:15].C(=O)([O-])[O-].[K+].[K+].C(=O)([O-])[O-].[Na+].[Na+]>CN(C)C=O>[C:14]([O:18][C:19]([N:21]1[CH2:22][CH2:23][CH:24]([N:27]2[C:31]3=[N:32][CH:33]=[N:34][C:35]([O:13][C:10]4[CH:11]=[CH:12][C:7]([N:6]5[C:2]([CH3:1])=[N:3][N:4]=[N:5]5)=[CH:8][CH:9]=4)=[C:30]3[CH:29]=[N:28]2)[CH2:25][CH2:26]1)=[O:20])([CH3:17])([CH3:15])[CH3:16] |f:2.3.4,5.6.7|. Reported procedure: A mixture of 4-(5-methyl-tetrazol-1-yl)-phenol (Chembridge Corporation, San Diego, Calif., USA; 32 mg, 0.178 mmol), 4-(4-chloro-pyrazolo[3,4-d]pyrimidin-1-yl)-piperidine-1-carboxylic acid tert-butyl ester (Intermediate 19; 60 mg, 0.178 mmol), and potassium carbonate (54 mg, 0.391 mmol) in dimethylformamide (1 mL) was heated in a microwave oven at 160° C. for 10 min. Saturated sodium carbonate solution was added to the reaction mixture, and the mixture was then filtered through a pad of silica ge... RXN SMILES: [CH3:1][C@@H:2]1[CH2:7][CH2:6][CH2:5][CH2:4][C@@H:3]1[N:8]1[C:12]2=[C:13]3[CH:19]=[CH:18][N:17](COCC[Si](C)(C)C)[C:14]3=[N:15][CH:16]=[C:11]2[N:10]([CH2:28][C:29]2[CH:36]=[CH:35][C:32]([C:33]#[N:34])=[CH:31][CH:30]=2)[C:9]1=[O:37].Cl>O1CCOCC1>[CH3:1][C@@H:2]1[CH2:7][CH2:6][CH2:5][CH2:4][C@@H:3]1[N:8]1[C:12]2=[C:13]3[CH:19]=[CH:18][NH:17][C:14]3=[N:15][CH:16]=[C:11]2[N:10]([CH2:28][C:29]2[CH:30]=[CH:31][C:32]([C:33]#[N:34])=[CH:35][CH:36]=2)[C:9]1=[O:37]. Solvent: O1CCOCC1 (dioxane), O1CCOCC1 (dioxane). Procedure: To a solution of rel-4-({1-[(1S,2R)-2-methylcyclohexyl]-2-oxo-6-{[2-(trimethylsilyl)ethoxy]methyl}-1,6-dihydroimidazo[4,5-d]pyrrolo[2,3-b]pyridin-3(2H)-yl}methyl)benzonitrile (50 mg) in dioxane (0.5 mL) was added 4M hydrogen chloride in dioxane (1 mL) and the mixture was stirred at ambient temperature for 1 hour. The mixture was concentrated under reduced pressure and the residue was extracted with chloroform. The extract was washed with saturated sodium hydrogencarbonate aqueous solution and br... Product: C[C@H]1[C@H](CCCC1)N1C(N(C=2C1=C1C(=NC2)NC=C1)CC1=CC=C(C#N)C=C1)=O (rel-4-({1-[(1S,2R)-2-methylcyclohexyl]-2-oxo-1,6-dihydroimidazo[4,5-d]pyrrolo[2,3-b]pyridin-3(2H)-yl}methyl)benzonitrile). The yield is 96.3%. Starting materials: C[C@H]1[C@H](CCCC1)N1C(N(C=2C1=C1C(=NC2)N(C=C1)COCC[Si](C)(C)C)CC1=CC=C(C#N)C=C1)=O (rel-4-({1-[(1S,2R)-2-methylcyclohexyl]-2-oxo-6-{[2-(trimethylsilyl)ethoxy]methyl}-1,6-dihydroimidazo[4,5-d]pyrrolo[2,3-b]pyridin-3(2H)-yl}methyl)benzonitrile), Cl (hydrogen chloride). Conditions: time 1 hour. Starting materials: Cl (hydrochloric acid), [OH-].[Na+] (sodium hydroxide), emulsifier solution, O (water), ClC1=NC(=NC(=C1Cl)Cl)C(Cl)(Cl)Cl (4,5,6-trichloro-2-trichloromethylpyrimidine). Product: ClC=1C(=NC(=NC1Cl)O)O (5,6-dichloro-2,4-dihydroxypyrimidine), ClC1=NC(=C(C(=N1)Cl)Cl)Cl (2,4,5,6-tetrachloropyrimidine). RXN SMILES: [Cl:1][C:2]1[C:7]([Cl:8])=[C:6]([Cl:9])[N:5]=[C:4](C(Cl)(Cl)Cl)[N:3]=1.[OH-:14].[Na+].[ClH:16].[OH2:17]>>[Cl:8][C:7]1[C:6]([OH:17])=[N:5][C:4]([OH:14])=[N:3][C:2]=1[Cl:1].[Cl:16][C:4]1[N:3]=[C:2]([Cl:1])[C:7]([Cl:8])=[C:6]([Cl:9])[N:5]=1 |f:1.2|. Procedure details: 242 g of molten 4,5,6-trichloro-2-trichloromethylpyrimidine are metered into a mixture, warmed to 75°-80° C., of 1,200 ml of water, 600 ml of 50% strength sodium hydroxide solution and 15 ml of an emulsifier solution over a heated dropping funnel in the course of 1.5 hours. A rise in temperature to 95° C. is to be observed as a result of exothermic heat of reaction. A clear amber-coloured solution results. After a further hour at 90°-95° C., the reaction solution is cooled and brought to pH 6 wi...